Task: describe an organic reaction: reactants, conditions, products, and yield. Dataset: the Open Reaction Database (ORD), a public repository of structured organic reaction records Reactants: [Sn](Cl)(Cl)(Cl)Cl (Tin tetrachloride), C(C1=CC=CC=C1)C1=CC2=C(S1)C=C(C=C2)OC (2-benzyl-6-methoxy-benzo[b]thiophene), C(C1=CC=C(C=C1)OC)(=O)Cl (anisoyl chloride), ClCCl (dichloromethane). Run in O (water). Reaction conditions: time 1 hour. The product is C(C1=CC=CC=C1)C1=C(C2=C(S1)C=C(C=C2)OC)C(=O)C2=CC=C(C=C2)OC ((2-Benzyl-6-methoxy-benzo[b]thiophen-3-yl)-(4-methoxy-phenyl)-methanone). Yield: 58.5%. RXN SMILES: [Sn](Cl)(Cl)(Cl)Cl.[CH2:6]([C:13]1[S:17][C:16]2[CH:18]=[C:19]([O:22][CH3:23])[CH:20]=[CH:21][C:15]=2[CH:14]=1)[C:7]1[CH:12]=[CH:11][CH:10]=[CH:9][CH:8]=1.[C:24](Cl)(=[O:33])[C:25]1[CH:30]=[CH:29][C:28]([O:31][CH3:32])=[CH:27][CH:26]=1.ClCCl>O>[CH2:6]([C:13]1[S:17][C:16]2[CH:18]=[C:19]([O:22][CH3:23])[CH:20]=[CH:21][C:15]=2[C:14]=1[C:24]([C:25]1[CH:30]=[CH:29][C:28]([O:31][CH3:32])=[CH:27][CH:26]=1)=[O:33])[C:7]1[CH:8]=[CH:9][CH:10]=[CH:11][CH:12]=1. Procedure: Tin tetrachloride (2.0 mL, 17.09 mmol) was added dropwise over a 10 minute period to a stirred, -78° C. solution of 2-benzyl-6-methoxy-benzo[b]thiophene (2.71 g, 10.65 mmol), anisoyl chloride (1.93 g, 11.29 mmol) and dichloromethane (41 mL) under a dry nitrogen atmosphere. After 1 hours at -78° C., the reaction mixture was slowly warmed to room temperature and stirred for 16 h period. The reaction mixture was added to water and extracted with ether. The ether phase was washed with brine and sili... Starting materials: CCOC(C)=O, C=Cc1cn(S(=O)(=O)c2ccc(C)cc2)c2nc(Cl)nc(Nc3ccc4cn[nH]c4c3)c12. The product is CCc1cn(S(=O)(=O)c2ccc(C)cc2)c2nc(Cl)nc(Nc3ccc4cn[nH]c4c3)c12. As a reaction SMILES: [CH2:33]([O:34][C:35](=[O:36])[CH3:37])[CH3:38].[Cl:1][c:2]1[n:3][c:4]([NH:23][c:24]2[cH:25][cH:26][c:27]3[cH:28][n:29][nH:30][c:31]3[cH:32]2)[c:5]2[c:6]([n:7]1)[n:8]([S:13](=[O:14])(=[O:15])[c:16]1[cH:17][cH:18][c:19]([CH3:20])[cH:21][cH:22]1)[cH:9][c:10]2[CH:11]=[CH2:12]>>[Cl:1][c:2]1[n:3][c:4]([NH:23][c:24]2[cH:25][cH:26][c:27]3[cH:28][n:29][nH:30][c:31]3[cH:32]2)[c:5]2[c:6]([n:7]1)[n:8]([S:13](=[O:14])(=[O:15])[c:16]1[cH:17][cH:18][c:19]([CH3:20])[cH:21][cH:22]1)[cH:9][c:10]2[CH2:11][CH3:12]. The reactants are FC=1C=C(N)C=CC1N1CCOCC1 (3-Fluoro-4-morpholinylaniline), C(=O)(Cl)Cl (phosgene). Solvent: C(Cl)Cl (methylene chloride), ClC1=CC=C(C=C1)C (p-chlorotoluene). Product: FC=1C=C(C=CC1N1CCOCC1)N=C=O (3-Fluoro-4-morpholinylphenylisocyanate). As a reaction SMILES: [F:1][C:2]1[CH:3]=[C:4]([CH:6]=[CH:7][C:8]=1[N:9]1[CH2:14][CH2:13][O:12][CH2:11][CH2:10]1)[NH2:5].[C:15](Cl)(Cl)=[O:16]>C(Cl)Cl.ClC1C=CC(C)=CC=1>[F:1][C:2]1[CH:3]=[C:4]([N:5]=[C:15]=[O:16])[CH:6]=[CH:7][C:8]=1[N:9]1[CH2:14][CH2:13][O:12][CH2:11][CH2:10]1. Reported procedure: A mixture of 3-Fluoro-4-morpholinylaniline (PREPARATION 1, 12.01 g, 61.21 mmol) in methylene chloride (100 ml) is added to a mixture of phosgene (1.93 M in toluene, 63.4 ml, 122.4 mmol, 2.00 eq) in p-chlorotoluene (60 ml) over 15 min, a while maintaining the temperature from about −12 to 3°. The material is rinsed in with methylene chloride (30 ml). The mixture is then warmed to 130° under atmospheric pressure with concomitant distillation of methylene chloride, phosgene, toluene and hydrogen ch... Reaction SMILES: [C:1]([O:5][CH:6]1[CH:13]2[CH:9]3[CH:10]([CH2:15][CH:7]1[CH2:8]3)[C:11](=[O:14])[O:12]2)(=[O:4])[CH:2]=[CH2:3].[F:16][C:17]([F:34])([F:33])[C:18](=[CH2:32])[C:19]([O:21][C:22]12[CH2:31][CH:26]3[CH2:27][CH:28]([CH2:30][CH:24]([CH2:25]3)[CH2:23]1)[CH2:29]2)=[O:20]>C1(C)C=CC=CC=1>[F:16][C:17]([F:33])([F:34])[C:18](=[CH2:32])[C:19]([O:21][C:22]12[CH2:31][CH:26]3[CH2:25][CH:24]([CH2:30][CH:28]([CH2:27]3)[CH2:29]1)[CH2:23]2)=[O:20].[C:1]([O:5][CH:6]1[CH:13]2[CH:9]3[CH:10]([CH2:15][CH:7]1[CH2:8]3)[C:11](=[O:14])[O:12]2)(=[O:4])[CH:2]=[CH2:3] |f:3.4|. Run at temperature 60 celsius, time 24 hour. Reactants: C(C=C)(=O)OC1C2CC3C(C(OC13)=O)C2 (5-oxo-4-oxatricyclo[4.2.1.03,7]-nonan-2-yl acrylate), FC(C(C(=O)OC12CC3CC(CC(C1)C3)C2)=C)(F)F (adamantyl 2-trifluoromethylacrylate). Procedure details: In a 500-ml flask, 18 g of adamantyl 2-trifluoromethylacrylate and 10 g of 5-oxo-4-oxatricyclo[4.2.1.03,7]-nonan-2-yl acrylate were dissolved in 120 ml of toluene, oxygen was thoroughly purged from the system, and 0.63 g of an initiator AIBN was admitted. The flask was heated to 60° C., at which polymerization reaction was effected for 24 hours. Product: FC(C(C(=O)OC12CC3CC(CC(C1)C3)C2)=C)(F)F.C(C=C)(=O)OC1C2CC3C(C(OC13)=O)C2 (adamantyl 2-trifluoromethylacrylate 5-oxo-4-oxatricyclo[4.2.1.03,7]nonan-2-yl acrylate). Solvent: C1(=CC=CC=C1)C (toluene). The reactants are C(=O)(O)CCC=1C(=C(NC1)C=O)C (4-(2-Carboxyethyl)-2-formyl-3-methylpyrrole), ClC=1C(=C2CC(NC2=CC1)=O)C (5-chloro-4-methyl-2-oxindole). The reagents and catalysts are N1CCCCC1 (piperidine). The solvent is C(C)O (ethanol). Product: ClC=1C(=C2C(C(NC2=CC1)=O)=CC1=C(C(=CN1)CCC(=O)O)C)C (3-[5-(5-Chloro-4Methyl-2-Oxo-1,2-Dihydroindol-3-Ylidenemethyl)-4-Methyl-1H-Pyrrol-3-Yl]-Propionic Acid). The yield is 55.0%. RXN SMILES: [C:1]([CH2:4][CH2:5][C:6]1[C:7]([CH3:13])=[C:8]([CH:11]=O)[NH:9][CH:10]=1)([OH:3])=[O:2].[Cl:14][C:15]1[C:16]([CH3:25])=[C:17]2[C:21](=[CH:22][CH:23]=1)[NH:20][C:19](=[O:24])[CH2:18]2>N1CCCCC1.C(O)C>[Cl:14][C:15]1[C:16]([CH3:25])=[C:17]2[C:21](=[CH:22][CH:23]=1)[NH:20][C:19](=[O:24])[C:18]2=[CH:11][C:8]1[NH:9][CH:10]=[C:6]([CH2:5][CH2:4][C:1]([OH:3])=[O:2])[C:7]=1[CH3:13]. Procedure details: 4-(2-Carboxyethyl)-2-formyl-3-methylpyrrole (91 g), 91 mg 5-chloro-4-methyl-2-oxindole and 2 drops piperidine in 2 mL of ethanol were heated at 90° C. for 4 hours. The reaction mixture was cooled and concentrated. The residue was suspended in 6 N aqueous hydrochloric acid. The precipitate was filtered, washed with water to pH 6 and dried in a vacuum oven overnight to give 95 mg of the title compound. The reactants are C(\C=C\C(=O)O)(=O)O.CN1CC(OC2=C3C1=C1CCCCC1=NC3=CC=C2)C2=CC=CC=C2 (1,3,9,10,11,12-hexahydro-1-methyl-3-phenyl-2H-quino[4,3,2-ef][1,4]benzoxazepine fumarate), CI (methyl iodide), ice water, CC(C)([O-])C.[K+] (potassium tert-butoxide), [Cl-].[NH4+] (ammonium chloride). Run in O1CCCC1 (tetrahydrofuran). Reaction conditions: time 1 hour. The product is CN1C(C(OC2=C3C1=C1CCCCC1=NC3=CC=C2)C2=CC=CC=C2)=O (1,3,9,10,11,12-hexahydro-1-methyl-3-phenyl-2H-quino[4,3,2-ef][1,4]benzoxazepin-2-one). The yield is 104.0%. RXN SMILES: C(O)(=O)/C=C/C(O)=[O:5].[CH3:9][N:10]1[C:16]2=[C:17]3[C:22](=[N:23][C:24]4=[CH:25][CH:26]=[CH:27][C:14](=[C:15]24)[O:13][CH:12]([C:28]2[CH:33]=[CH:32][CH:31]=[CH:30][CH:29]=2)[CH2:11]1)[CH2:21][CH2:20][CH2:19][CH2:18]3.CC(C)([O-])C.[K+].CI.[Cl-].[NH4+]>O1CCCC1>[CH3:9][N:10]1[C:16]2=[C:17]3[C:22](=[N:23][C:24]4=[CH:25][CH:26]=[CH:27][C:14](=[C:15]24)[O:13][CH:12]([C:28]2[CH:29]=[CH:30][CH:31]=[CH:32][CH:33]=2)[C:11]1=[O:5])[CH2:21][CH2:20][CH2:19][CH2:18]3 |f:0.1,2.3,5.6|. Procedure details: 1,3,9,10,11,12-hexahydro-1-methyl-3-phenyl-2H-quino[4,3,2-ef][1,4]benzoxazepine fumarate (4.20 g) was suspended in dry tetrahydrofuran (75 ml), chilled with ice/water, and potassium tert-butoxide (1.50 g) was added. The mixture was stirred for 1 hr, methyl iodide (1.90 g) was added, and the mixture was stirred overnight. The reaction mixture was poured into ammonium chloride solution, and the organic layer was separated. The aqueous phase was extracted with ethyl acetate. The combined organic ph... The reactants are ClC1=C(C(=O)OCC)C=CC=N1 (ethyl 2-chloronicotinate), N1=CC=C(C=C1)B(O)O (pyridine-4-boronic acid), C([O-])([O-])=O.[Na+].[Na+] (sodium carbonate), COCCOC (DME). The reagents and catalysts are C=1C=CC(=CC1)[P](C=2C=CC=CC2)(C=3C=CC=CC3)[Pd]([P](C=4C=CC=CC4)(C=5C=CC=CC5)C=6C=CC=CC6)([P](C=7C=CC=CC7)(C=8C=CC=CC8)C=9C=CC=CC9)[P](C=1C=CC=CC1)(C=1C=CC=CC1)C=1C=CC=CC1 (tetrakis(triphenylphosphine)palladium(0)). Solvent: O (water), O (water). Run at temperature 100 celsius, time 8 hour. Yields the product N1=C(C(=CC=C1)C(=O)OCC)C1=CC=NC=C1 (ethyl 2,4′-bipyridine-3-carboxylate). Yield: 70.8%. Reaction SMILES: Cl[C:2]1[N:12]=[CH:11][CH:10]=[CH:9][C:3]=1[C:4]([O:6][CH2:7][CH3:8])=[O:5].[N:13]1[CH:18]=[CH:17][C:16](B(O)O)=[CH:15][CH:14]=1.C(=O)([O-])[O-].[Na+].[Na+].COCCOC>O.C1C=CC([P]([Pd]([P](C2C=CC=CC=2)(C2C=CC=CC=2)C2C=CC=CC=2)([P](C2C=CC=CC=2)(C2C=CC=CC=2)C2C=CC=CC=2)[P](C2C=CC=CC=2)(C2C=CC=CC=2)C2C=CC=CC=2)(C2C=CC=CC=2)C2C=CC=CC=2)=CC=1>[N:12]1[CH:11]=[CH:10][CH:9]=[C:3]([C:4]([O:6][CH2:7][CH3:8])=[O:5])[C:2]=1[C:16]1[CH:17]=[CH:18][N:13]=[CH:14][CH:15]=1 |f:2.3.4,^1:38,40,59,78|. Procedure details: A mixture of ethyl 2-chloronicotinate (16.2 g), pyridine-4-boronic acid (12.9 g), sodium carbonate (27.8 g), tetrakis(triphenylphosphine)palladium(0) (5.04 g), water (50.0 mL) and DME (250 mL) was stirred overnight at 100° C. under a nitrogen atmosphere. The reaction mixture was diluted with water, and the mixture was extracted with ethyl acetate. The extract was washed with saturated brine, and dried over anhydrous sodium sulfate. The solvent was evaporated under reduced pressure. The residue w...